From a dataset of the Open Reaction Database (ORD), a public repository of structured organic reaction records. describe an organic reaction: reactants, conditions, products, and yield Starting materials: CC(O)c1ccc(NC(=O)OCC[Si](C)(C)C)cc1Cl, CCCC[N+](CCCC)(CCCC)CCCC, [F-], C1CCOC1. Product: CC(O)c1ccc(N)cc1Cl. RXN SMILES: [CH3:19][Si:20]([CH3:21])([CH3:22])[CH2:23][CH2:24][O:36][C:37]([NH:25][c:26]1[cH:27][c:28]([Cl:35])[c:29]([CH:32]([CH3:33])[OH:34])[cH:30][cH:31]1)=[O:38].[CH3:2][CH2:3][CH2:4][CH2:5][N+:6]([CH2:7][CH2:8][CH2:9][CH3:10])([CH2:11][CH2:12][CH2:13][CH3:14])[CH2:15][CH2:16][CH2:17][CH3:18].[F-:1].[O:39]1[CH2:40][CH2:41][CH2:42][CH2:43]1>>[NH2:25][c:26]1[cH:27][c:28]([Cl:35])[c:29]([CH:32]([CH3:33])[OH:34])[cH:30][cH:31]1. Starting materials: COC(C1=CC(=C(C=C1)\C=C\C(=O)OC(C)(C)C)C)=O (4-((E)-2-tert-Butoxycarbonyl-vinyl)-3-methyl-benzoic acid methyl ester). Reagents/catalysts: [Pd] (Pd/C). Run in CO (methanol). Yields the product COC(C1=CC(=C(C=C1)CCC(=O)OC(C)(C)C)C)=O (4-(2-tert-Butoxycarbonyl-ethyl)-3-methyl-benzoic Acid Methyl Ester). Isolated yield 84.0%. RXN SMILES: [CH3:1][O:2][C:3](=[O:20])[C:4]1[CH:9]=[CH:8][C:7](/[CH:10]=[CH:11]/[C:12]([O:14][C:15]([CH3:18])([CH3:17])[CH3:16])=[O:13])=[C:6]([CH3:19])[CH:5]=1>CO.[Pd]>[CH3:1][O:2][C:3](=[O:20])[C:4]1[CH:9]=[CH:8][C:7]([CH2:10][CH2:11][C:12]([O:14][C:15]([CH3:16])([CH3:17])[CH3:18])=[O:13])=[C:6]([CH3:19])[CH:5]=1. Reported procedure: 4-((E)-2-tert-Butoxycarbonyl-vinyl)-3-methyl-benzoic acid methyl ester from Example E30.1 (4.00 g, 14.5 mmol) was dissolved in methanol (100 ml) and hydrogenated over 10% Pd/C catalyst (480 mg) for 5 h. The mixture was filtered through Celite® filter agent and the filtrate was concentrated in vacuo to yield the title compound (3.41 g, 84%). The reactants are ClC1=CC=C(C=C1)C(CNC1=C2N=CN(C2=NC(=N1)N1C[C@@H](CC1)NC(=O)OC(C)(C)C)[C@H]1[C@@H]([C@@H]([C@H](C1)NC(=O)COC(C)=O)O)O)(O)C1=CC=C(C=C1)Cl (acetic acid {(1S,2R,3S,4R)-4-[6-[2,2-bis-(4-chloro-phenyl)-2-hydroxy-ethylamino]-2-((R)-3-tert-butoxycarbonylamino-pyrrolidin-1-yl)-purin-9-yl]-2,3-dihydroxy-cyclopentylcarbamoyl}-methyl ester), Cl (HCl). The solvent is CO (MeOH), O1CCOCC1 (dioxane). Run at time 2 hour. Product: N[C@H]1CN(CC1)C1=NC(=C2N=CN(C2=N1)[C@H]1[C@@H]([C@@H]([C@H](C1)NC(CO)=O)O)O)NCC(O)(C1=CC=C(C=C1)Cl)C1=CC=C(C=C1)Cl (N-((1S,2R,3S,4R)-4-{2-((R)-3-Amino-pyrrolidin-1-yl)-6-[2,2-bis-(4-chloro-phenyl)-2-hydroxy-ethylamino]-purin-9-yl}-2,3-dihydroxy-cyclopentyl)-2-hydroxy-acetamide). Reaction SMILES: [Cl:1][C:2]1[CH:7]=[CH:6][C:5]([C:8]([C:49]2[CH:54]=[CH:53][C:52]([Cl:55])=[CH:51][CH:50]=2)([OH:48])[CH2:9][NH:10][C:11]2[N:19]=[C:18]([N:20]3[CH2:24][CH2:23][C@@H:22]([NH:25]C(OC(C)(C)C)=O)[CH2:21]3)[N:17]=[C:16]3[C:12]=2[N:13]=[CH:14][N:15]3[C@@H:33]2[CH2:37][C@H:36]([NH:38][C:39]([CH2:41][O:42]C(=O)C)=[O:40])[C@@H:35]([OH:46])[C@H:34]2[OH:47])=[CH:4][CH:3]=1.Cl>CO.O1CCOCC1>[NH2:25][C@@H:22]1[CH2:23][CH2:24][N:20]([C:18]2[N:17]=[C:16]3[C:12]([N:13]=[CH:14][N:15]3[C@@H:33]3[CH2:37][C@H:36]([NH:38][C:39](=[O:40])[CH2:41][OH:42])[C@@H:35]([OH:46])[C@H:34]3[OH:47])=[C:11]([NH:10][CH2:9][C:8]([C:49]3[CH:54]=[CH:53][C:52]([Cl:55])=[CH:51][CH:50]=3)([C:5]3[CH:6]=[CH:7][C:2]([Cl:1])=[CH:3][CH:4]=3)[OH:48])[N:19]=2)[CH2:21]1. Procedure: A solution of acetic acid {(1S,2R,3S,4R)-4-[6-[2,2-bis-(4-chloro-phenyl)-2-hydroxy-ethylamino]-2-((R)-3-tert-butoxycarbonylamino-pyrrolidin-1-yl)-purin-9-yl]-2,3-dihydroxy-cyclopentylcarbamoyl}-methyl ester (Intermediate Z01) in MeOH (˜0.5M) is treated with an equal volume of 4M HCl in dioxane and stirred at room temperature for 2 hours. The solvent is removed in vacuo and purification is carried out by column chromatography/crystallisation to afford the title compound. Starting materials: Cc1nccn1-c1ccc(Nc2nc3c(c(Cc4ccccc4)n2)CN(C(=O)OC(C)(C)C)CC3)cc1, CO, Cl. Yields the product Cc1nccn1-c1ccc(Nc2nc3c(c(Cc4ccccc4)n2)CNCC3)cc1. RXN SMILES: [CH2:1]([c:2]1[cH:3][cH:4][cH:5][cH:6][cH:7]1)[c:8]1[c:9]2[c:10]([n:11][c:12]([NH:14][c:15]3[cH:16][cH:17][c:18](-[n:21]4[c:22]([CH3:26])[n:23][cH:24][cH:25]4)[cH:19][cH:20]3)[n:13]1)[CH2:27][CH2:28][N:29]([C:31]([O:32][C:33]([CH3:34])([CH3:35])[CH3:36])=[O:37])[CH2:30]2.[CH3:39][OH:40].[ClH:38]>>[CH2:1]([c:2]1[cH:3][cH:4][cH:5][cH:6][cH:7]1)[c:8]1[c:9]2[c:10]([n:11][c:12]([NH:14][c:15]3[cH:16][cH:17][c:18](-[n:21]4[c:22]([CH3:26])[n:23][cH:24][cH:25]4)[cH:19][cH:20]3)[n:13]1)[CH2:27][CH2:28][NH:29][CH2:30]2. The reactants are CC(O)=S, C1CCOC1, O=[N+]([O-])c1ccc(CS)c([N+](=O)[O-])c1, O=[N+]([O-])c1ccc(CS)cc1, O=[N+]([O-])c1ccc(CCl)cc1, c1ccncc1. Yields the product CC(=S)OCc1ccc([N+](=O)[O-])cc1. Reaction SMILES: [C:37]([CH3:38])(=[S:39])[OH:40].[CH2:41]1[O:42][CH2:43][CH2:44][CH2:45]1.[N+:12]([c:13]1[cH:14][c:15]([N+:16]([O-:17])=[O:18])[cH:19][cH:20][c:21]1[CH2:22][SH:23])([O-:24])=[O:25].[N+:1](=[O:2])([O-:3])[c:4]1[cH:5][cH:6][c:7]([CH2:8][SH:9])[cH:10][cH:11]1.[N+:26]([c:27]1[cH:28][cH:29][c:30]([CH2:31][Cl:32])[cH:33][cH:34]1)([O-:35])=[O:36].[cH:46]1[cH:47][cH:48][n:49][cH:50][cH:51]1>>[N+:1](=[O:2])([O-:3])[c:4]1[cH:5][cH:6][c:7]([CH2:8][O:40][C:37]([CH3:38])=[S:39])[cH:10][cH:11]1. Starting materials: S(=O)(Cl)Cl (thionyl chloride), Cl.[I-].OCCN(CCC[N+](C)(C)C)CC (3-[(2-hydroxyethyl) ethylamino]-N,N,N-trimethyl-1-propanaminium iodide hydrochloride). Run in C1(=CC=CC=C1)C (toluene). Conditions: temperature 80 celsius, time 15 minute. The product is Cl.[I-].ClCCN(CCC[N+](C)(C)C)CC (3-[(2-chloroethyl)ethylamino]-N,N,N-trimethyl-1-propanaminium iodide hydrochloride). Yield: 88.0%. RXN SMILES: S(Cl)([Cl:3])=O.[ClH:5].[I-:6].O[CH2:8][CH2:9][N:10]([CH2:18][CH3:19])[CH2:11][CH2:12][CH2:13][N+:14]([CH3:17])([CH3:16])[CH3:15]>C1(C)C=CC=CC=1>[ClH:3].[I-:6].[Cl:5][CH2:8][CH2:9][N:10]([CH2:18][CH3:19])[CH2:11][CH2:12][CH2:13][N+:14]([CH3:17])([CH3:16])[CH3:15] |f:1.2.3,5.6.7|. Procedure details: A total of 28 ml of thionyl chloride was added dropwise, with stirring, to 27.35 g of 3-[(2-hydroxyethyl) ethylamino]-N,N,N-trimethyl-1-propanaminium iodide hydrochloride in 200 ml of toluene at 50° C. Upon completion of the addition the mixture was stirred at 50° for 15 minutes, and then heated at 80° C. for 3 hours. The reaction mixture was steam distilled to remove toluene. Organic chloride analysis on the resulting aqueous solution showed the corresponding alkyl chloride was obtained in 88% ... The reactants are [BH-](OC(=O)C)(OC(=O)C)OC(=O)C.[Na+] (NaBH(OAc)3), C1(=CC=CC=C1)C1=NOC(=C1)CCC=O (3-(3-phenylisoxazol-5-yl)propanal), Cl.ClC1=C(C=CC=C1)N1CCCCC1 ((2-chlorophenyl)piperidine HCl), C(C)(C)N(CC)C(C)C (diisopropylethyl amine). Solvent: C(Cl)Cl (methylene chloride). The product is ClC1=C(C=CC=C1)N1CCN(CC1)CCCC1=CC(=NO1)C1=CC=CC=C1 (5-{3-[4-(2-Chlorophenyl)piperazinyl]propyl}-3-phenylisoxazole). Yield: 86.9%. Procedure details: About 2 min after dissolving 3-(3-phenylisoxazol-5-yl)propanal (26.4 mg, 0.13 mmol), (2-chlorophenyl)piperidine HCl (25.5 mg, 0.11 mmol), and diisopropylethyl amine (19.0, 0.11 mmol) in 2 mL of dry methylene chloride, were added NaBH(OAc)3 (69.3 mg, 0.33 mmol) and molecular sieves (5 beads). The reaction mixture was reacted for 22 hr and followed the same processes as in Example 1 to obtain 36.5 mg (87.7%) of the target compound. RXN SMILES: [C:1]1([C:7]2[CH:11]=[C:10]([CH2:12][CH2:13][CH:14]=O)[O:9][N:8]=2)[CH:6]=[CH:5][CH:4]=[CH:3][CH:2]=1.Cl.[Cl:17][C:18]1[CH:23]=[CH:22][CH:21]=[CH:20][C:19]=1[N:24]1[CH2:29][CH2:28]C[CH2:26][CH2:25]1.C([N:33](C(C)C)CC)(C)C.[BH-](OC(C)=O)(OC(C)=O)OC(C)=O.[Na+]>C(Cl)Cl>[Cl:17][C:18]1[CH:23]=[CH:22][CH:21]=[CH:20][C:19]=1[N:24]1[CH2:29][CH2:28][N:33]([CH2:14][CH2:13][CH2:12][C:10]2[O:9][N:8]=[C:7]([C:1]3[CH:6]=[CH:5][CH:4]=[CH:3][CH:2]=3)[CH:11]=2)[CH2:26][CH2:25]1 |f:1.2,4.5|. Starting materials: C1(=CC=CC=C1)C(OC1CCN(CC1)CCCN)C1=CC=CC=C1 (4-(diphenylmethoxy)-1-piperidinepropanamine), ClC=1C=CC=2N(N1)C=C(N2)C(=O)OCC (ethyl 6-chloroimidazo[1,2-b]pyridazine-2-carboxylate), CN(C=O)C (N,N-dimethylformamide), C(C)N(C(C)C)C(C)C (N-ethyldiisopropylamine), ice water, [Cl-].[Na+] (sodium chloride). Conditions: temperature 80 celsius, time 18.5 hour. The product is C(\C=C\C(=O)O)(=O)O.C(\C=C\C(=O)O)(=O)O.C1(=CC=CC=C1)C(OC1CCN(CC1)CCCNC=1C=CC=2N(N1)C=C(N2)C(=O)OCC)C2=CC=CC=C2 (Ethyl 6-[3-[4-(Diphenylmethoxy)piperidino]propylamino]imidazo[1,2-b]pyridazine-2-carboxylate Difumarate). RXN SMILES: [C:1]1([CH:7]([C:19]2[CH:24]=[CH:23][CH:22]=[CH:21][CH:20]=2)[O:8][CH:9]2[CH2:14][CH2:13][N:12]([CH2:15][CH2:16][CH2:17][NH2:18])[CH2:11][CH2:10]2)[CH:6]=[CH:5][CH:4]=[CH:3][CH:2]=1.Cl[C:26]1[CH:27]=[CH:28][C:29]2[N:30]([CH:32]=[C:33]([C:35]([O:37][CH2:38][CH3:39])=[O:36])[N:34]=2)[N:31]=1.C(N(C(C)C)C(C)C)C.[Cl-].[Na+].CN(C)[CH:53]=[O:54]>>[C:9]([OH:8])(=[O:54])/[CH:32]=[CH:33]/[C:35]([OH:37])=[O:36].[C:53]([OH:54])(=[O:8])/[CH:32]=[CH:33]/[C:35]([OH:37])=[O:36].[C:19]1([CH:7]([C:1]2[CH:2]=[CH:3][CH:4]=[CH:5][CH:6]=2)[O:8][CH:9]2[CH2:14][CH2:13][N:12]([CH2:15][CH2:16][CH2:17][NH:18][C:26]3[CH:27]=[CH:28][C:29]4[N:30]([CH:32]=[C:33]([C:35]([O:37][CH2:38][CH3:39])=[O:36])[N:34]=4)[N:31]=3)[CH2:11][CH2:10]2)[CH:24]=[CH:23][CH:22]=[CH:21][CH:20]=1 |f:3.4,6.7.8|. Procedure: 686 mg of 4-(diphenylmethoxy)-1-piperidinepropanamine and 477 mg of ethyl 6-chloroimidazo[1,2-b]pyridazine-2-carboxylate were dissolved in 7 ml of N,N-dimethylformamide; 0.73 ml of N-ethyldiisopropylamine was added, followed by stirring in an oil bath (80° C.) for 18.5 hours. After cooling, ice water and sodium chloride were added, followed by extraction with ethyl acetate-tetrahydrofuran (1:1); the extract was washed with saturated saline, dried over magnesium sulfate and concentrated under red... Reactants: C1CCOC1, CCOC(C)=O, COC(=O)C(CO)NC(=O)C1=C(O)c2cc(Cl)ccc2C2(CCOCC2)C1=O, [Na+], [OH-], O. The product is O=C(NC(CO)C(=O)O)C1=C(O)c2cc(Cl)ccc2C2(CCOCC2)C1=O. RXN SMILES: [CH2:32]1[O:33][CH2:34][CH2:35][CH2:36]1.[CH3:37][CH2:38][O:39][C:40]([CH3:41])=[O:42].[Cl:1][c:2]1[cH:3][c:4]2[c:9]([cH:10][cH:11]1)[C:8]1([C:7](=[O:17])[C:6]([C:18](=[O:19])[NH:20][CH:21]([CH2:22][OH:23])[C:24](=[O:25])[O:26][CH3:27])=[C:5]2[OH:28])[CH2:12][CH2:13][O:14][CH2:15][CH2:16]1.[Na+:30].[OH-:29].[OH2:31]>>[Cl:1][c:2]1[cH:3][c:4]2[c:9]([cH:10][cH:11]1)[C:8]1([C:7](=[O:17])[C:6]([C:18](=[O:19])[NH:20][CH:21]([CH2:22][OH:23])[C:24](=[O:25])[OH:26])=[C:5]2[OH:28])[CH2:12][CH2:13][O:14][CH2:15][CH2:16]1.